This data is from the Open Reaction Database (ORD), a public repository of structured organic reaction records. The task is: describe an organic reaction: reactants, conditions, products, and yield Reactants: NC=1OC2=C3C(=CC=C2C(C1C(=N)NC(CCl)=O)(C1=CC(=C(C(=C1)OC)OC)Br)O)C=CC=C3 (2-Amino-4-(3-bromo-4,5-dimethoxy-phenyl)-N-chloroacetylhydroxy-4H-benzo[h]chromene-3-carboxamidine). The solvent is C=1(C(=CC=CC1)C)C (xylene), O (water). The product is BrC=1C=C(C=C(C1OC)OC)C1C(=C(OC2=C3C(=CC=C12)C=CC=C3)N)C3=NOC(=N3)CCl (4-(3-Bromo-4,5-dimethoxy-phenyl)-3-(5-chloromethyl-[1,2,4]oxadiazol-3-yl)-4H-benzo[h]chromen-2-ylamine). As a reaction SMILES: [NH2:1][C:2]1[O:3][C:4]2[C:9]([C:10](O)([C:19]3[CH:24]=[C:23]([O:25][CH3:26])[C:22]([O:27][CH3:28])=[C:21]([Br:29])[CH:20]=3)[C:11]=1[C:12]([NH:14][C:15](=[O:18])[CH2:16][Cl:17])=[NH:13])=[CH:8][CH:7]=[C:6]1[CH:31]=[CH:32][CH:33]=[CH:34][C:5]=21>C1(C)C(C)=CC=CC=1.O>[Br:29][C:21]1[CH:20]=[C:19]([CH:10]2[C:9]3[C:4](=[C:5]4[CH:34]=[CH:33][CH:32]=[CH:31][C:6]4=[CH:7][CH:8]=3)[O:3][C:2]([NH2:1])=[C:11]2[C:12]2[N:14]=[C:15]([CH2:16][Cl:17])[O:18][N:13]=2)[CH:24]=[C:23]([O:25][CH3:26])[C:22]=1[O:27][CH3:28]. Procedure details: 2-Amino-4-(3-bromo-4,5-dimethoxy-phenyl)-N-chloroacetylhydroxy-4H-benzo[h]chromene-3-carboxamidine (23) (137 mg, 0.25 mmol) is taken in 10 ml xylene and refluxed under LC-MS control and is stirred further at room temperature till the reaction is complete. The reaction mixture is diluted with water to about 50 ml and stirred for 2 h at room temperature. Thus resulting precipitates are separated by filtration, washed well with water and is dried under high vacuum to get solids of the title compoun... The reactants are Cc1cc(F)c([N+](=O)[O-])cc1Br, CCO, [Na+], O=C([O-])O, O. The product is Cc1cc(F)c(N)cc1Br. Reaction SMILES: [Br:1][c:2]1[c:3]([CH3:12])[cH:4][c:5]([F:11])[c:6]([N+:8]([O-:9])=[O:10])[cH:7]1.[CH3:19][CH2:20][OH:21].[Na+:18].[O-:14][C:15]([OH:16])=[O:17].[OH2:13]>>[Br:1][c:2]1[c:3]([CH3:12])[cH:4][c:5]([F:11])[c:6]([NH2:8])[cH:7]1. Reactants: NC=1C=C(C(=C2CCCC12)OC1=CC=C(C(=C1C(=O)OCC)C(C)=O)O)C (ethyl 6-(7-amino-5-methylindan-4-yloxy)-2-acetyl-3-hydroxybenzoate), [BH4-].[Li+] (lithium borohydride), C(C)O (ethanol), aqueous solution, C(CC(O)(C(=O)O)CC(=O)O)(=O)O (citric acid). The solvent is O (water), O1CCCC1 (tetrahydrofuran), C(C)(=O)OCC (ethyl acetate). Run at temperature 60 celsius, time 4 day. Product: NC=1C=C(C(=C2CCCC12)OC1=C(C(=C(C=C1)O)C(C)O)CO)C (4-(7-Amino-5-methylindan-4-yloxy)-2-(1-hydroxyethyl)-3-hydroxymethylphenol). Yield: 34.8%. Reaction SMILES: [NH2:1][C:2]1[CH:3]=[C:4]([CH3:27])[C:5]([O:11][C:12]2[C:17]([C:18](OCC)=[O:19])=[C:16]([C:23](=[O:25])[CH3:24])[C:15]([OH:26])=[CH:14][CH:13]=2)=[C:6]2[C:10]=1[CH2:9][CH2:8][CH2:7]2.[BH4-].[Li+].C(O)C.C(O)(=O)CC(CC(O)=O)(C(O)=O)O>O1CCCC1.C(OCC)(=O)C.O>[NH2:1][C:2]1[CH:3]=[C:4]([CH3:27])[C:5]([O:11][C:12]2[CH:13]=[CH:14][C:15]([OH:26])=[C:16]([CH:23]([OH:25])[CH3:24])[C:17]=2[CH2:18][OH:19])=[C:6]2[C:10]=1[CH2:9][CH2:8][CH2:7]2 |f:1.2|. Reported procedure: To a solution of ethyl 6-(7-amino-5-methylindan-4-yloxy)-2-acetyl-3-hydroxybenzoate (213 mg) in tetrahydrofuran (15 mL) were added lithium borohydride (390 mg) and ethanol (5 mL). The mixture was stirred at 60° C. for 4 days. To the reaction mixture was added water (10 mL). The mixture was acidified with an 10% aqueous solution of citric acid. To the mixture was added ethyl acetate (20 mL). The reaction mixture was stirred for 1 hour, and extracted with ethyl acetate (×3). The combined organic l... The reactants are C([O-])(O)=O.[Na+] (sodium bicarbonate), C(OCC1C2=CC=CC=C2C=2C=CC=CC12)(ON1C(CCC1=O)=O)=O ((9H-fluoren-9-yl)methyl 2,5-dioxopyrrolidin-1-yl carbonate), N[C@H](C(=O)O)CCNC=1SC(=CN1)C=O ((S)-2-Amino-4-(5-formylthiazol-2-ylamino)butanoic acid). As a reaction SMILES: [NH2:1][C@@H:2]([CH2:6][CH2:7][NH:8][C:9]1[S:10][C:11]([CH:14]=[O:15])=[CH:12][N:13]=1)[C:3]([OH:5])=[O:4].C(=O)(O)[O-].[Na+].[C:21](=O)([O:37]N1C(=O)CCC1=O)[O:22][CH2:23][CH:24]1[C:36]2[CH:35]=[CH:34][CH:33]=[CH:32][C:31]=2[C:30]2[C:25]1=[CH:26][CH:27]=[CH:28][CH:29]=2>C1COCC1.O>[CH:35]1[C:36]2[CH:24]([CH2:23][O:22][C:21]([NH:1][C@@H:2]([CH2:6][CH2:7][NH:8][C:9]3[S:10][C:11]([CH:14]=[O:15])=[CH:12][N:13]=3)[C:3]([OH:5])=[O:4])=[O:37])[C:25]3[C:30](=[CH:29][CH:28]=[CH:27][CH:26]=3)[C:31]=2[CH:32]=[CH:33][CH:34]=1 |f:1.2|. Isolated yield 23.1%. Reaction conditions: time 1.5 hour. Solvent: C1CCOC1 (THF), O (water). Yields the product C1=CC=CC=2C3=CC=CC=C3C(C12)COC(=O)N[C@H](C(=O)O)CCNC=1SC(=CN1)C=O ((S)-2-(((9H-Fluoren-9-yl)methoxy)carbonylamino)-4-(5-formylthiazol-2-ylamino)butanoic acid). Reported procedure: To a solution of the crude material from Example 50 (6.76 g, 9.86 mmol) in a mixture of THF (74.0 ml) and water (24.7 ml) is added sequentially sodium bicarbonate (4.97 g, 59.2 mmol), and (9H-fluoren-9-yl)methyl 2,5-dioxopyrrolidin-1-yl carbonate (3.33 g, 9.86 mmol) and the reaction is stirred at room temp. for 1.5 h. The solvent is removed in vacuo and the residue is partitioned between water (25 mL) and EtOAc (25 mL). The organic layer is discarded, and the aqueous layer treated with 1N HCl un... Starting materials: CC=1C=CC(=CC1)S(=O)(=O)O (TsOH), ClC1=NC=NC=2NC3=CC(=CC=C3C21)C#N (4-chloro-9H-pyrimido[4,5-b]indole-7-carbonitrile), CN(CCN)C (2-dimethylaminoethylamine), C(C)N(C(C)C)C(C)C (N-ethyldiisopropylamine). Solvent: CN1CCCC1=O (NMP), CO (methanol). Reaction conditions: temperature 140 celsius. Product: CN(CCNC1=NC=NC=2NC3=CC(=CC=C3C21)C#N)C (4-(2-Dimethylamino-ethylamino)-9H-pyrimido[4,5-b]indole-7-carbonitrile). The yield is 18.2%. RXN SMILES: Cl[C:2]1[C:14]2[C:13]3[C:8](=[CH:9][C:10]([C:15]#[N:16])=[CH:11][CH:12]=3)[NH:7][C:6]=2[N:5]=[CH:4][N:3]=1.[CH3:17][N:18]([CH3:22])[CH2:19][CH2:20][NH2:21].C(N(C(C)C)C(C)C)C.CC1C=CC(S(O)(=O)=O)=CC=1>CN1C(=O)CCC1.CO>[CH3:17][N:18]([CH3:22])[CH2:19][CH2:20][NH:21][C:2]1[C:14]2[C:13]3[C:8](=[CH:9][C:10]([C:15]#[N:16])=[CH:11][CH:12]=3)[NH:7][C:6]=2[N:5]=[CH:4][N:3]=1. Reported procedure: A mixture of 4-chloro-9H-pyrimido[4,5-b]indole-7-carbonitrile (23 mg, 0.10 mmol), 2-dimethylaminoethylamine (27 mg, 0.3 mmol) and N-ethyldiisopropylamine (88 μL, 0.50 mmol) in 1 ml of NMP was heated at 140° C. for 20 minutes using microwave irradiation. The reaction mixture was diluted with 5 mL methanol and applied to a 500 mg MP-TsOH SPE cartridge. After washing the cartridge, the product was eluted using 2 N ammonia in methanol. The eluent was concentrated in vacuo and the residue purified by... Starting materials: C(C)(C)(C)OC(C1=CC(=CC=C1CO)OC(CNC(=O)OC(C)(C)C)=O)=O (3-(tert-butoxycarbonylaminoacetoxy)-6-hydroxymethylbenzoic acid tert-butyl ester), C1(=CC=CC=C1)P(C1=CC=CC=C1)C1=CC=CC=C1 (triphenylphosphine), C(Br)(Br)(Br)Br (carbon tetrabromide). Run in ClCCl (dichloromethane). Conditions: time 2 hour. Product: C(C)(C)(C)OC(C1=CC(=CC=C1CBr)OC(CNC(=O)OC(C)(C)C)=O)=O (3-(tert-butoxycarbonylaminoacetoxy)-6-(bromomethyl)benzoic acid tert-butyl ester). The yield is 42.5%. As a reaction SMILES: [C:1]([O:5][C:6](=[O:27])[C:7]1[C:12]([CH2:13]O)=[CH:11][CH:10]=[C:9]([O:15][C:16](=[O:26])[CH2:17][NH:18][C:19]([O:21][C:22]([CH3:25])([CH3:24])[CH3:23])=[O:20])[CH:8]=1)([CH3:4])([CH3:3])[CH3:2].C1(P(C2C=CC=CC=2)C2C=CC=CC=2)C=CC=CC=1.C(Br)(Br)(Br)[Br:48]>ClCCl>[C:1]([O:5][C:6](=[O:27])[C:7]1[C:12]([CH2:13][Br:48])=[CH:11][CH:10]=[C:9]([O:15][C:16](=[O:26])[CH2:17][NH:18][C:19]([O:21][C:22]([CH3:25])([CH3:24])[CH3:23])=[O:20])[CH:8]=1)([CH3:4])([CH3:3])[CH3:2]. Reported procedure: To a solution of 650 mg of 3-(tert-butoxycarbonylaminoacetoxy)-6-hydroxymethylbenzoic acid tert-butyl ester and 580 mg of triphenylphosphine was added 848 mg of carbon tetrabromide, and the mixture was stirred for 2 h at room temperature. The mixture was diluted with dichloromethane and washed with water. The organic layer was dried over anhydrous Na2SO4 and concentrated in vacuo. Column chromatography on silica gel gave 322 mg of 3-(tert-butoxycarbonylaminoacetoxy)-6-(bromomethyl)benzoic acid t... The reactants are C1CCOC1, CCOC(=O)c1ccc(OCCNCC(NC2CC2)C(=O)Cc2ccc(NC(=O)Nc3ccccc3C)c(OC)c2)c(OC)c1, Cl, [Na+], [OH-]. Yields the product COc1cc(CC(=O)C(CNCCOc2ccc(C(=O)O)cc2OC)NC2CC2)ccc1NC(=O)Nc1ccccc1C. RXN SMILES: [CH2:49]1[O:50][CH2:51][CH2:52][CH2:53]1.[CH3:1][O:2][c:3]1[cH:4][c:5]([C:6](=[O:7])[O:8][CH2:9][CH3:10])[cH:11][cH:12][c:13]1[O:14][CH2:15][CH2:16][NH:17][CH2:18][CH:19]([C:20]([CH2:21][c:22]1[cH:23][c:24]([O:39][CH3:40])[c:25]([NH:28][C:29](=[O:30])[NH:31][c:32]2[c:33]([CH3:38])[cH:34][cH:35][cH:36][cH:37]2)[cH:26][cH:27]1)=[O:41])[NH:42][CH:43]1[CH2:44][CH2:45]1.[ClH:48].[Na+:47].[OH-:46]>>[CH3:1][O:2][c:3]1[cH:4][c:5]([C:6](=[O:7])[OH:8])[cH:11][cH:12][c:13]1[O:14][CH2:15][CH2:16][NH:17][CH2:18][CH:19]([C:20]([CH2:21][c:22]1[cH:23][c:24]([O:39][CH3:40])[c:25]([NH:28][C:29](=[O:30])[NH:31][c:32]2[c:33]([CH3:38])[cH:34][cH:35][cH:36][cH:37]2)[cH:26][cH:27]1)=[O:41])[NH:42][CH:43]1[CH2:44][CH2:45]1. Starting materials: N#CBr (Cyanogen bromide), NC=1C(=NC2=CC=CC=C2C1NCC(C)(O)C)Cl (1-[(3-amino-2-chloro-4-quinolinyl)amino]-2-methyl-2-propanol). The solvent is C(C)O (ethanol). The product is Br.ClC1=NC=2C=CC=CC2C2=C1N=C(N2CC(C)(O)C)N (1-(4-chloro-2-amino-1H-imidazo[4,5-c]quinolin-1-yl)-2-methylpropan-2-ol hydrobromide). Reaction SMILES: [N:1]#[C:2][Br:3].[NH2:4][C:5]1[C:6]([Cl:21])=[N:7][C:8]2[C:13]([C:14]=1[NH:15][CH2:16][C:17]([CH3:20])([OH:19])[CH3:18])=[CH:12][CH:11]=[CH:10][CH:9]=2>C(O)C>[BrH:3].[Cl:21][C:6]1[C:5]2[N:4]=[C:2]([NH2:1])[N:15]([CH2:16][C:17]([CH3:20])([OH:19])[CH3:18])[C:14]=2[C:13]2[CH:12]=[CH:11][CH:10]=[CH:9][C:8]=2[N:7]=1 |f:3.4|. Procedure details: Cyanogen bromide (4.78 g, 45.2 mmol) was added to a solution of 1-[(3-amino-2-chloro-4-quinolinyl)amino]-2-methyl-2-propanol (André et al, U.S. Pat. No. 4,988,815, Example 13, 10.0 g, 37.6 mmol) in ethanol (200 mL), and the solution was heated overnight at 90° C. and allowed to cool to ambient temperature. A precipitate formed and was isolated by filtration, washed once with diethyl ether, and then washed several times with dichloromethane to provide 9.28 g of 1-(4-chloro-2-amino-1H-imidazo[4,5-... Starting materials: OC1=C(C=C(C=O)C=C1)OC (4-hydroxy-3-methoxybenzaldehyde), N1C(=O)NC(=O)C1 (hydantoin), NCCC(=O)O (β-alanine), C(C)(=O)O (acetic acid). The solvent is O (water). The product is OC1=C(C=C(C=C1)C=C1C(NC(N1)=O)=O)OC (5- [(4-Hydroxy-3-methoxyphenyl )methylene ]-2,4-imidazolidinedione). Isolated yield 42.7%. Reaction SMILES: [OH:1][C:2]1[CH:9]=[CH:8][C:5]([CH:6]=O)=[CH:4][C:3]=1[O:10][CH3:11].[NH:12]1[CH2:18][C:16](=[O:17])[NH:15][C:13]1=[O:14].NCCC(O)=O.C(O)(=O)C>O>[OH:1][C:2]1[CH:9]=[CH:8][C:5]([CH:6]=[C:18]2[NH:12][C:13](=[O:14])[NH:15][C:16]2=[O:17])=[CH:4][C:3]=1[O:10][CH3:11]. Procedure: A mixture of 4-hydroxy-3-methoxybenzaldehyde (4.6 g, 30 mmoles), hydantoin (3.0 g, 30 mmoles), β-alanine (1.4 g, 16 mmoles), and acetic acid (40 ml) is stirred under an inert atmosphere and heated to reflux. After 4 hours the mixture is stirred into water (350 ml) and the precipitate is filtered off, rinsed successively with water (3X), ethanol (2X), and ether (2X), and dried. Recrystallization from methanol afforded the pure product (3.0 g), mp 272°-273° C.